This data is from the Open Reaction Database (ORD), a public repository of structured organic reaction records. The task is: describe an organic reaction: reactants, conditions, products, and yield Reactants: ClC1=NC=C(C(=N1)NCC#C)I ((2-chloro-5-iodopyrimidin-4-yl)-prop-2-in-1-yl-amine), NC1=CC=C(C=C1)S(=O)(=NC(=O)OCC)C ((RS)-S-(4-aminophenyl)-N-(ethoxycarbonyl)-S-methyl sulfoximide), solution, Cl (HCl). Solvent: C(C)#N (acetonitrile), O1CCOCC1 (dioxane), O (water). Reaction conditions: temperature 50 celsius, time 24 hour. The product is C(C)OC(=O)N=S(=O)(C)C1=CC=C(C=C1)NC1=NC=C(C(=N1)NCC#C)I ((RS)-N-(ethoxycarbonyl)-S-(4-{[5-iodo-4-(prop-2-in-1-ylamino)pyrimidin-2-yl]amino}phenyl)-S-methyl sulfoximide). Reaction SMILES: Cl[C:2]1[N:7]=[C:6]([NH:8][CH2:9][C:10]#[CH:11])[C:5]([I:12])=[CH:4][N:3]=1.[NH2:13][C:14]1[CH:19]=[CH:18][C:17]([S:20]([CH3:28])(=[N:22][C:23]([O:25][CH2:26][CH3:27])=[O:24])=[O:21])=[CH:16][CH:15]=1.Cl>C(#N)C.O1CCOCC1.O>[CH2:26]([O:25][C:23]([N:22]=[S:20]([C:17]1[CH:16]=[CH:15][C:14]([NH:13][C:2]2[N:7]=[C:6]([NH:8][CH2:9][C:10]#[CH:11])[C:5]([I:12])=[CH:4][N:3]=2)=[CH:19][CH:18]=1)([CH3:28])=[O:21])=[O:24])[CH3:27]. Reported procedure: 400 mg (1.65 mmol) of (2-chloro-5-iodopyrimidin-4-yl)-prop-2-in-1-yl-amine and 630 mg (2.15 mmol) of (RS)-S-(4-aminophenyl)-N-(ethoxycarbonyl)-S-methyl sulfoximide in 7 ml of acetonitrile are mixed with 0.6 ml of a 4N solution of HCl in dioxane and 1 ml of water. The batch is stirred for 24 hours at 50° C. The solvent is drawn off, and the remaining residue is purified by chromatography (DCM/EtOH 9:1). 279 mg (0.56 mmol, corresponding to 54% of theory) of the product is obtained. The product is O=C(O)c1c(Cc2ccccc2)csc1N1C(=O)c2ccccc2C1=O. RXN SMILES: [CH2:5]([CH3:6])[O:7][C:8](=[O:9])[c:10]1[c:11]([N:22]2[C:23](=[O:32])[c:24]3[cH:25][cH:26][cH:27][cH:28][c:29]3[C:30]2=[O:31])[s:12][cH:13][c:14]1[CH2:15][c:16]1[cH:17][cH:18][cH:19][cH:20][cH:21]1.[CH3:3][OH:4].[ClH:33].[Na+:2].[OH-:1].[OH2:34]>>[O:7]=[C:8]([OH:9])[c:10]1[c:11]([N:22]2[C:23](=[O:32])[c:24]3[cH:25][cH:26][cH:27][cH:28][c:29]3[C:30]2=[O:31])[s:12][cH:13][c:14]1[CH2:15][c:16]1[cH:17][cH:18][cH:19][cH:20][cH:21]1. Reactants: CCOC(=O)c1c(Cc2ccccc2)csc1N1C(=O)c2ccccc2C1=O, CO, Cl, [Na+], [OH-], O. Starting materials: C(C1=CC=CC=C1)N(CCC1=CNC2=CC=CC=C12)CC1=CC=CC=C1 (N,N-dibenzyl-tryptamine), [OH-].[Na+] (NaOH), S(=O)(=O)(C1=CC=C(C)C=C1)Cl (tosyl chloride). Reagents/catalysts: S(=O)(=O)(O)[O-].C(CCC)[N+](CCCC)(CCCC)CCCC (tetra-n-butyl ammonium hydrogensulfate). Solvent: C1=CC=CC=C1 (benzene). Conditions: time 2 hour. Product: S(=O)(=O)(C1=CC=C(C)C=C1)N1C=C(CCN(CC2=CC=CC=C2)CC2=CC=CC=C2)C2=CC=CC=C12 (1-Tosyl-N,N-dibenzyl-tryptamine). Isolated yield 74.1%. Reaction SMILES: [CH2:1]([N:8]([CH2:20][C:21]1[CH:26]=[CH:25][CH:24]=[CH:23][CH:22]=1)[CH2:9][CH2:10][C:11]1[C:19]2[C:14](=[CH:15][CH:16]=[CH:17][CH:18]=2)[NH:13][CH:12]=1)[C:2]1[CH:7]=[CH:6][CH:5]=[CH:4][CH:3]=1.[OH-].[Na+].[S:29](Cl)([C:32]1[CH:38]=[CH:37][C:35]([CH3:36])=[CH:34][CH:33]=1)(=[O:31])=[O:30]>S([O-])(O)(=O)=O.C([N+](CCCC)(CCCC)CCCC)CCC.C1C=CC=CC=1>[S:29]([N:13]1[C:14]2[C:19](=[CH:18][CH:17]=[CH:16][CH:15]=2)[C:11]([CH2:10][CH2:9][N:8]([CH2:1][C:2]2[CH:3]=[CH:4][CH:5]=[CH:6][CH:7]=2)[CH2:20][C:21]2[CH:26]=[CH:25][CH:24]=[CH:23][CH:22]=2)=[CH:12]1)([C:32]1[CH:38]=[CH:37][C:35]([CH3:36])=[CH:34][CH:33]=1)(=[O:31])=[O:30] |f:1.2,4.5|. Procedure details: N,N-dibenzyl-tryptamine (1.70 g) and tetra-n-butyl ammonium hydrogensulfate (0.17 g) in benzene (5 ml) were added to 50% aqueous NaOH solution (5 ml) and tosyl chloride (1.43 g) and the mixture was stirred at room temperature for 2 hrs. The organic layer was separated, washed with water and then brine and dried over magnesium sulfate. The solvent was evaporated off. Crystallization from acetone/hexane afforded 1.83 g of the title compound. The reactants are S (hydrogen sulphide), CN1N=C(C(=C1)C#N)NC1=C(C=C(C=C1)[N+](=O)[O-])[N+](=O)[O-] (1-Methyl-3-(2,4-dinitroanilino)pyrazole-4-carbonitrile), N (ammonia), O (water). Solvent: C(C)O (ethanol). Product: NC1=C(NC2=NN(C=C2C#N)C)C=CC(=C1)[N+](=O)[O-] (3-(2-Amino-4-nitroanilino)-1-methylpyrazole-4-carbonitrile). Reaction SMILES: [CH3:1][N:2]1[CH:6]=[C:5]([C:7]#[N:8])[C:4]([NH:9][C:10]2[CH:15]=[CH:14][C:13]([N+:16]([O-:18])=[O:17])=[CH:12][C:11]=2[N+:19]([O-])=O)=[N:3]1.N.O.S>C(O)C>[NH2:19][C:11]1[CH:12]=[C:13]([N+:16]([O-:18])=[O:17])[CH:14]=[CH:15][C:10]=1[NH:9][C:4]1[C:5]([C:7]#[N:8])=[CH:6][N:2]([CH3:1])[N:3]=1. Reported procedure: 1-Methyl-3-(2,4-dinitroanilino)pyrazole-4-carbonitrile (2.88 g) was stirred in a mixture of 0.88 ammonia solution (60 ml), water (90 ml) and ethanol (60 ml) under reflux whilst a slow stream of hydrogen sulphide gas was bubbled through for 2 hours. The mixture was cooled, filtered and the residue crystallised from ethyl acetate-n-hexane to give the title compound m.p. 204° C. The reactants are XIX, ClC1=CC=C(C=C1)C[C@H](C(=O)N1CCN(CC1)C1=C(C=CC=C1)N(S(=O)(=O)C)C)NC(=O)OC(C)(C)C (N-[(1R)-1-[(4-chlorophenyl)methyl]-2-(4-{2-[methyl-(methylsulfonyl)amino]phenyl}piperazinyl)-2-oxoethyl]-(tert-butoxy)carboxamide), Cl (HCl), CCN(C(C)C)C(C)C (DIEA), N1([C@@H](CC2=CC=CC=C2C1)C(=O)O)C(=O)OC(C)(C)C (Boc-L-Tic-OH), CCN=C=NCCCN(C)C.CI (1-(3-dimethylaminopropyl)-3-ethylcarbodiimide methiodide), C1=CC2=C(N=C1)N(N=N2)O (HOAT), crude material. Solvent: CCOC(=O)C (EtOAc), CCOC(=O)C (EtOAc). Yields the product ClC1=CC=C(C=C1)C[C@H](C(=O)N1CCN(CC1)C1=C(C=CC=C1)N(S(=O)(=O)C)C)NC(=O)C1N(CC2=CC=CC=C2C1)C(=O)OC(C)(C)C (tert-butyl 3-{N-[(1R)-1-[(4-chlorophenyl)methyl]-2-(4-{2-[methyl(methylsulfonyl)amino]phenyl}piperazinyl)-2-oxoethyl]carbamoyl}-1,2,3,4-tetrahydroisoquinoline-2-carboxylate). The yield is 52.0%. Reaction SMILES: [Cl:1][C:2]1[CH:7]=[CH:6][C:5]([CH2:8][C@@H:9]([NH:30]C(OC(C)(C)C)=O)[C:10]([N:12]2[CH2:17][CH2:16][N:15]([C:18]3[CH:23]=[CH:22][CH:21]=[CH:20][C:19]=3[N:24]([CH3:29])[S:25]([CH3:28])(=[O:27])=[O:26])[CH2:14][CH2:13]2)=[O:11])=[CH:4][CH:3]=1.Cl.CCN(C(C)C)C(C)C.[N:48]1([C:61]([O:63][C:64]([CH3:67])([CH3:66])[CH3:65])=[O:62])[CH2:57][C:56]2[C:51](=[CH:52][CH:53]=[CH:54][CH:55]=2)[CH2:50][C@H:49]1[C:58]([OH:60])=O.CCN=C=NCCCN(C)C.CI.C1C=NC2N(O)N=NC=2C=1>CCOC(C)=O>[Cl:1][C:2]1[CH:7]=[CH:6][C:5]([CH2:8][C@@H:9]([NH:30][C:58]([CH:49]2[CH2:50][C:51]3[C:56](=[CH:55][CH:54]=[CH:53][CH:52]=3)[CH2:57][N:48]2[C:61]([O:63][C:64]([CH3:67])([CH3:66])[CH3:65])=[O:62])=[O:60])[C:10]([N:12]2[CH2:17][CH2:16][N:15]([C:18]3[CH:23]=[CH:22][CH:21]=[CH:20][C:19]=3[N:24]([CH3:29])[S:25]([CH3:28])(=[O:26])=[O:27])[CH2:14][CH2:13]2)=[O:11])=[CH:4][CH:3]=1 |f:4.5|. Procedure: N-[(1R)-1-[(4-Chlorophenyl)methyl]-2-(4-{2-[methyl-(methylsulfonyl)amino]phenyl}piperazinyl)-2-oxoethyl]-(tert-butoxy)carboxamide (Step 2) (327 mg, 0.593 mmol) was stirred with 25 mL of HCl satd EtOAc. The resulting crude material was diluted with EtOAc and washed with a satd NaHCO3 soln. The organic layer was separated, dried over Na2SO4, filtered and concentrated in vacuo. This material was treated with DIEA (115 μl, 0.660 mmol), Boc-L-Tic-OH (167 mg, 0.602 mmol), 1-(3-dimethylaminopropyl)-3-e...